From a dataset of the Open Reaction Database (ORD), a public repository of structured organic reaction records. describe an organic reaction: reactants, conditions, products, and yield Starting materials: CS(C)=O, [H-], Nc1cc(Cl)ccn1, [Na+], O, Oc1ccc2[nH]ccc2c1. The product is Nc1cc(Oc2ccc3[nH]ccc3c2)ccn1. Reaction SMILES: [CH3:21][S:22]([CH3:23])=[O:24].[H-:19].[NH2:1][c:2]1[n:3][cH:4][cH:5][c:6]([Cl:8])[cH:7]1.[Na+:20].[OH2:25].[OH:9][c:10]1[cH:11][c:12]2[cH:13][cH:14][nH:15][c:16]2[cH:17][cH:18]1>>[NH2:1][c:2]1[n:3][cH:4][cH:5][c:6]([O:9][c:10]2[cH:11][c:12]3[cH:13][cH:14][nH:15][c:16]3[cH:17][cH:18]2)[cH:7]1. Reactants: O (water), N1CCCC2=CC=CC=C12 (1,2,3,4-Tetrahydroquinoline), ClC(=O)OC1=CC=C(C=C1)[N+](=O)[O-] (p-Nitrophenyl chloroformate), N1=CC=CC=C1 (pyridine). The solvent is C1CCOC1 (THF). Run at time 4 hour. Yields the product N1(CCCC2=CC=CC=C12)C(=O)OC1=CC=C(C=C1)[N+](=O)[O-] (4-nitrophenyl 3,4-dihydroquinoline-1(2H)-carboxylate). The yield is 108.1%. Reaction SMILES: [NH:1]1[C:10]2[C:5](=[CH:6][CH:7]=[CH:8][CH:9]=2)[CH2:4][CH2:3][CH2:2]1.N1C=CC=CC=1.Cl[C:18]([O:20][C:21]1[CH:26]=[CH:25][C:24]([N+:27]([O-:29])=[O:28])=[CH:23][CH:22]=1)=[O:19].O>C1COCC1>[N:1]1([C:18]([O:20][C:21]2[CH:22]=[CH:23][C:24]([N+:27]([O-:29])=[O:28])=[CH:25][CH:26]=2)=[O:19])[C:10]2[C:5](=[CH:6][CH:7]=[CH:8][CH:9]=2)[CH2:4][CH2:3][CH2:2]1. Reported procedure: 1,2,3,4-Tetrahydroquinoline (1 ml, 7.97 mmol) was dissolved in THF (20 ml), and pyridine (1.58 ml, 15.93 mmol) was added thereto and cooled on ice. p-Nitrophenyl chloroformate (1.61 g, 7.97 mmol) was added to the reaction solution and stirred at room temperature for 4 hours, then water and a saturated saline solution were added, and the reaction solution was extracted with ethyl acetate. The extract was dried over magnesium sulfate and concentrated under reduced pressure, whereby 2.57 g 4-nitrop... Reactants: ClC1=CC=C(C=C1)C1=C2CC(NC2=CC=C1)=O (4-(4-chloro-phenyl)-1,3-dihydro-indol-2-one), C(C)OC(=O)C1=C(NC(=C1CCCN1CCN(CC1)C)C=O)C (5-formyl-2-methyl-4-[3-(4-methyl-piperazin-1-yl)-propyl]-1H-pyrrole-3-carboxylic acid ethyl ester). The reagents and catalysts are N1CCCCC1 (piperidine). Solvent: C(C)O (ethanol). Reaction conditions: time 3 day. The product is C(C)OC(=O)C1=C(NC(=C1CCCN1CCN(CC1)C)C=C1C(NC2=CC=CC(=C12)C1=CC=C(C=C1)Cl)=O)C (5-[4-(4-chloro-phenyl)-2-oxo-1,2-dihydro-indol-3-ylidenemethyl]-2-methyl-4-[3-(4-methyl-piperazin-1-yl)-propyl]-1H-pyrrole-3-carboxylic acid ethyl ester). The yield is 28.4%. As a reaction SMILES: [Cl:1][C:2]1[CH:7]=[CH:6][C:5]([C:8]2[CH:16]=[CH:15][CH:14]=[C:13]3[C:9]=2[CH2:10][C:11](=[O:17])[NH:12]3)=[CH:4][CH:3]=1.[CH2:18]([O:20][C:21]([C:23]1[C:27]([CH2:28][CH2:29][CH2:30][N:31]2[CH2:36][CH2:35][N:34]([CH3:37])[CH2:33][CH2:32]2)=[C:26]([CH:38]=O)[NH:25][C:24]=1[CH3:40])=[O:22])[CH3:19]>C(O)C.N1CCCCC1>[CH2:18]([O:20][C:21]([C:23]1[C:27]([CH2:28][CH2:29][CH2:30][N:31]2[CH2:36][CH2:35][N:34]([CH3:37])[CH2:33][CH2:32]2)=[C:26]([CH:38]=[C:10]2[C:9]3[C:13](=[CH:14][CH:15]=[CH:16][C:8]=3[C:5]3[CH:4]=[CH:3][C:2]([Cl:1])=[CH:7][CH:6]=3)[NH:12][C:11]2=[O:17])[NH:25][C:24]=1[CH3:40])=[O:22])[CH3:19]. Procedure: To a solution of 4-(4-chloro-phenyl)-1,3-dihydro-indol-2-one (60.9 mg, 0.25 mmol) and 5-formyl-2-methyl-4-[3-(4-methyl-piperazin-1-yl)-propyl]-1H-pyrrole-3-carboxylic acid ethyl ester (80.3 mg, 0.26 mmol) in ethanol (2 mL) was added piperidine (3 drops). The reaction mixture was stirred at room temperature for three days. A yellow solid product was precipitated out, filtered, washed by ethanol for three times, and dried under high vacuum to provide pure product 5-[4-(4-chloro-phenyl)-2-oxo-1,2-d...